This data is from the Open Reaction Database (ORD), a public repository of structured organic reaction records. The task is: describe an organic reaction: reactants, conditions, products, and yield The reactants are ClC1=CC=C(OC(=O)N([C@@H]2CC[C@H](CC2)CCCCCOS(=O)(=O)C)C)C=C1 (trans-Methanesulfonic acid 5-{4-[(4-chloro-phenoxycarbonyl)-methyl-amino]-cyclohexyl}-pentyl ester), C(C=C)CN (N-allylmethylamine), CO (methanol). Yields the product ClC1=CC=C(C=C1)OC(N(C)[C@@H]1CC[C@H](CC1)CCCCCN(C)CC=C)=O (trans-{4-[5-(Allyl-methyl-amino)-pentyl]-cyclohexyl}-methyl-carbamic acid 4-chloro-phenyl ester). RXN SMILES: [Cl:1][C:2]1[CH:28]=[CH:27][C:5]([O:6][C:7]([N:9]([CH3:26])[C@H:10]2[CH2:15][CH2:14][C@H:13]([CH2:16][CH2:17][CH2:18][CH2:19][CH2:20]OS(C)(=O)=O)[CH2:12][CH2:11]2)=[O:8])=[CH:4][CH:3]=1.[CH2:29]([CH2:32][NH2:33])[CH:30]=C.[CH3:34]O>>[Cl:1][C:2]1[CH:28]=[CH:27][C:5]([O:6][C:7](=[O:8])[N:9]([C@H:10]2[CH2:15][CH2:14][C@H:13]([CH2:16][CH2:17][CH2:18][CH2:19][CH2:20][N:33]([CH2:32][CH:29]=[CH2:30])[CH3:34])[CH2:12][CH2:11]2)[CH3:26])=[CH:4][CH:3]=1. Reported procedure: A solution of 160 mg (0.37 mmol) trans-Methanesulfonic acid 5-{4-[(4-chloro-phenoxycarbonyl)-methyl-amino]-cyclohexyl}-pentyl ester and of 0.21 ml N-allylmethylamine in 3 ml of methanol was stirred over night at 60° C. The solution was concentrated in vacuo, and the residue then purified by chromatography on silica gel with 1N NH3/methanol 1:10 to yield 110 mg pure trans-{4-[5-(Allyl-methyl-amino)-pentyl]-cyclohexyl}-methyl-carbamic acid 4-chloro-phenyl ester, MS: 407 (MH+, 1Cl). Reactants: O=C1CC2C(CN(C2)C(=O)OC(C)(C)C)C1 (tert-butyl 5-oxohexahydrocyclopenta[c]pyrrole-2(1H)-carboxylate), C(C1=CC=CC=C1)N (BnNH2), CC(=O)O (AcOH), [BH-](OC(=O)C)(OC(=O)C)OC(=O)C.[Na+] (NaBH(OAc)3). Run in C(Cl)Cl (DCM). Conditions: temperature 0 celsius, time 0.5 hour. The product is C(C1=CC=CC=C1)NC1CC2C(CN(C2)C(=O)OC(C)(C)C)C1 (tert-butyl 5-(benzylamino)hexahydrocyclopenta[c]pyrrole-2(1H)-carboxylate). Yield: 55.3%. RXN SMILES: O=[C:2]1[CH2:16][CH:5]2[CH2:6][N:7]([C:9]([O:11][C:12]([CH3:15])([CH3:14])[CH3:13])=[O:10])[CH2:8][CH:4]2[CH2:3]1.[CH2:17]([NH2:24])[C:18]1[CH:23]=[CH:22][CH:21]=[CH:20][CH:19]=1.CC(O)=O.[BH-](OC(C)=O)(OC(C)=O)OC(C)=O.[Na+]>C(Cl)Cl>[CH2:17]([NH:24][CH:2]1[CH2:16][CH:5]2[CH2:6][N:7]([C:9]([O:11][C:12]([CH3:15])([CH3:14])[CH3:13])=[O:10])[CH2:8][CH:4]2[CH2:3]1)[C:18]1[CH:23]=[CH:22][CH:21]=[CH:20][CH:19]=1 |f:3.4|. Reported procedure: To a solution of tert-butyl 5-oxohexahydrocyclopenta[c]pyrrole-2(1H)-carboxylate (9.57 g, 42.5 mmol) in DCM (170 mL) were added BnNH2 (4.56 g, 42.5 mmol) and AcOH (2.55 g, 42.5 mmol) at 0° C. and the reaction mixture was stirred at 0° C. for 0.5 h. Then NaBH(OAc)3 (18.00 g, 85.0 mmol) was added to the above mixture and the resulting mixture was stirred at rt for another 20 h, then quenched with saturated NaHCO3 solution (142 mL), and extracted with DCM (250 mL×3). The combined organic phases wer... Starting materials: FC1=C(COC=2C=CC3=C(C=C(CCC3)C(=O)[O-])C2)C(=CC=C1)F (2-(2,6-difluorobenzyloxy)-6,7-dihydro-5H-benzocycloheptene-8-carboxylate), Cl (hydrochloric acid), aqueous solution, [OH-].[Na+] (sodium hydroxide). Run in CO (methanol), C1CCOC1 (THF). Run at temperature 50 celsius, time 6 hour. Yields the product FC1=C(COC=2C=CC3=C(C=C(CCC3)C(=O)O)C2)C(=CC=C1)F (2-(2,6-difluorobenzyloxy)-6,7-dihydro-5H-benzocycloheptene-8-carboxylic acid). Yield: 96.5%. As a reaction SMILES: [F:1][C:2]1[CH:23]=[CH:22][CH:21]=[C:20]([F:24])[C:3]=1[CH2:4][O:5][C:6]1[CH:7]=[CH:8][C:9]2[CH2:15][CH2:14][CH2:13][C:12]([C:16]([O-:18])=[O:17])=[CH:11][C:10]=2[CH:19]=1.[OH-].[Na+].Cl>CO.C1COCC1>[F:1][C:2]1[CH:23]=[CH:22][CH:21]=[C:20]([F:24])[C:3]=1[CH2:4][O:5][C:6]1[CH:7]=[CH:8][C:9]2[CH2:15][CH2:14][CH2:13][C:12]([C:16]([OH:18])=[O:17])=[CH:11][C:10]=2[CH:19]=1 |f:1.2|. Procedure details: To 2-(2,6-difluorobenzyloxy)-6,7-dihydro-5H-benzocycloheptene-8-carboxylate (486 mg, 1.41 mmol) dissolved in a mixed solvent of methanol (7 ml) and THF (7 ml) was added a 1N aqueous solution of sodium hydroxide (4.4 ml), and the resulting mixture was stirred at 50° C. for 6 hours. The reaction mixture was mixed with 1 N hydrochloric acid (4.4 ml) at 0° C., was concentrated under reduced pressure and was mixed with water, and an insoluble material was collected by filtration. The insoluble materi... Reactants: BrC1=CC=2C(=C3C(=C4C=CNC(C24)=O)NC(=N3)C3=C(C=CC=C3F)Cl)C=C1 (9-bromo-2-(2-chloro-6-fluorophenyl)-3,6-dihydro-7H-benzo[h]imidazo[4,5-f]isoquinolin-7-one), C[Si](C)(C)CCOCCl (SEMCl), solution, CC(C)([O-])C.[K+] (potassium tert-butoxide), C1CCOC1 (THF). Reaction conditions: time 45 minute. Yields the product BrC1=CC=2C(=C3C(=C4C=CN(C(C24)=O)COCC[Si](C)(C)C)N(C(=N3)C3=C(C=CC=C3F)Cl)COCC[Si](C)(C)C)C=C1 (9-bromo-2-(2-chloro-6-fluorophenyl)-3,6-bis{[2-(trimethylsilyl)ethoxy]methyl}-3,6-dihydro-7H-benzo[h]imidazo[4,5-f]isoquinolin-7-one). As a reaction SMILES: [Br:1][C:2]1[CH:27]=[CH:26][C:5]2=[C:6]3[N:17]=[C:16]([C:18]4[C:23]([F:24])=[CH:22][CH:21]=[CH:20][C:19]=4[Cl:25])[NH:15][C:7]3=[C:8]3[C:13]([C:12](=[O:14])[NH:11][CH:10]=[CH:9]3)=[C:4]2[CH:3]=1.CC(C)([O-])C.[K+].[CH3:34][Si:35]([CH2:38][CH2:39][O:40][CH2:41]Cl)([CH3:37])[CH3:36].C1[CH2:47][O:46][CH2:45][CH2:44]1>>[Br:1][C:2]1[CH:27]=[CH:26][C:5]2=[C:6]3[N:17]=[C:16]([C:18]4[C:23]([F:24])=[CH:22][CH:21]=[CH:20][C:19]=4[Cl:25])[N:15]([CH2:47][O:46][CH2:45][CH2:44][Si:35]([CH3:37])([CH3:36])[CH3:34])[C:7]3=[C:8]3[C:13]([C:12](=[O:14])[N:11]([CH2:41][O:40][CH2:39][CH2:38][Si:35]([CH3:37])([CH3:36])[CH3:34])[CH:10]=[CH:9]3)=[C:4]2[CH:3]=1 |f:1.2|. Procedure details: The intermediate from Example 1 Step E (1.76 g, 3.99 mmol) was suspended in 150 mL THF and the flask was immersed in a room temperature water bath followed by the addition 11 mL (2.7 equiv) of a 1M solution of potassium tert-butoxide (in THF). After 45 minutes, 1.79 g of SEMCl (2.7 equiv) was added. The reaction was allowed to warm to ambient temperature overnight. The volatiles were removed in vacuo and the crude residue was dissolved in EtOAc and washed sequentially with a saturated solution o... The reactants are IC1=C(C=CC=C1)S(=O)(=O)[O-].[Na+] (sodium 2-iodobenzenesulfonate), OOS(=O)[O-].[K+] (Oxone), S(=O)(=O)([O-])[O-].[Na+].[Na+] (sodium sulfate), C(C)[Si](OC1CCC(CC1)O)(CC)CC (4-(triethylsilyloxy)cyclohexanol). Solvent: C(C)(=O)OCC (ethyl acetate). Run at temperature 70 celsius, time 8 hour. The product is C(C)[Si](OC1CCC(CC1)=O)(CC)CC (4-(triethylsilyloxy)cyclohexanone). Yield: 74.0%. RXN SMILES: IC1C=CC=CC=1S([O-])(=O)=O.[Na+].OOS([O-])=O.[K+].S([O-])([O-])(=O)=O.[Na+].[Na+].[CH2:26]([Si:28]([CH2:39][CH3:40])([CH2:37][CH3:38])[O:29][CH:30]1[CH2:35][CH2:34][CH:33]([OH:36])[CH2:32][CH2:31]1)[CH3:27]>C(OCC)(=O)C>[CH2:37]([Si:28]([CH2:26][CH3:27])([CH2:39][CH3:40])[O:29][CH:30]1[CH2:35][CH2:34][C:33](=[O:36])[CH2:32][CH2:31]1)[CH3:38] |f:0.1,2.3,4.5.6|. Procedure details: 6.1 mg (0.02 mmol) of sodium 2-iodobenzenesulfonate prepared by Preparation Example 4, 0.49 g (0.8 mmol) of powdered Oxone (registered trademark), 0.5 g (3.5 mmol) of anhydrous sodium sulfate and 230 mg (1 mmol) of 4-(triethylsilyloxy)cyclohexanol were added to 5 ml of ethyl acetate, and the mixture was heated at 70° C. while being stirred under a nitrogen for eight hours. The later treatment was carried out in the same way as in Example 1, and then 4-(triethylsilyloxy)cyclohexanone was obtained... Product: C=C(c1ccc(N(C)C)cc1)c1ccc(N(C)C)cc1. As a reaction SMILES: [CH3:1][N:2]([c:3]1[cH:4][cH:5][c:6]([C:9]([C:10]([OH:12])=[O:13])([CH3:11])[c:14]2[cH:15][cH:16][c:17]([N:20]([CH3:21])[CH3:22])[cH:18][cH:19]2)[cH:7][cH:8]1)[CH3:23].[Pb:24](=[O:25])=[O:26].[cH:27]1[cH:28][cH:29][cH:30][cH:31][cH:32]1>>[CH3:1][N:2]([c:3]1[cH:4][cH:5][c:6]([C:9](=[CH2:10])[c:14]2[cH:15][cH:16][c:17]([N:20]([CH3:21])[CH3:22])[cH:18][cH:19]2)[cH:7][cH:8]1)[CH3:23]. Starting materials: CN(C)c1ccc(C(C)(C(=O)O)c2ccc(N(C)C)cc2)cc1, O=[Pb]=O, c1ccccc1. Starting materials: NC=1C=CC2=C(N(C(=N2)CCCC)CC2=CC=C(C=C2)C=2C(=CC=CC2)C(=O)O)C1 (4'-[(6-amino-2-n-butyl-benzimidazol-1-yl)methyl]biphenyl-2-carboxylic acid), ClC1=CC=C(C=2C1=NON2)[N+](=O)[O-] (4-chloro-7-nitro-benzofurazan). The solvent is N1=CC=CC=C1 (pyridine). Product: C(CCC)C1=NC2=C(N1CC1=CC=C(C=C1)C=1C(=CC=CC1)C(=O)O)C=C(C=C2)NC2=CC=C(C=1C2=NON1)[N+](=O)[O-] (4'-[(2-n-Butyl-6-(7-nitro-benzofurazan-4-yl-amino)-benzimidazol-1-yl)-methyl]biphenyl-2-carboxylic acid). As a reaction SMILES: [NH2:1][C:2]1[CH:3]=[CH:4][C:5]2[N:9]=[C:8]([CH2:10][CH2:11][CH2:12][CH3:13])[N:7]([CH2:14][C:15]3[CH:20]=[CH:19][C:18]([C:21]4[C:22]([C:27]([OH:29])=[O:28])=[CH:23][CH:24]=[CH:25][CH:26]=4)=[CH:17][CH:16]=3)[C:6]=2[CH:30]=1.Cl[C:32]1[C:37]2=[N:38][O:39][N:40]=[C:36]2[C:35]([N+:41]([O-:43])=[O:42])=[CH:34][CH:33]=1>N1C=CC=CC=1>[CH2:10]([C:8]1[N:7]([CH2:14][C:15]2[CH:20]=[CH:19][C:18]([C:21]3[C:22]([C:27]([OH:29])=[O:28])=[CH:23][CH:24]=[CH:25][CH:26]=3)=[CH:17][CH:16]=2)[C:6]2[CH:30]=[C:2]([NH:1][C:32]3[C:37]4=[N:38][O:39][N:40]=[C:36]4[C:35]([N+:41]([O-:43])=[O:42])=[CH:34][CH:33]=3)[CH:3]=[CH:4][C:5]=2[N:9]=1)[CH2:11][CH2:12][CH3:13]. Reported procedure: Prepared from 4'-[(6-amino-2-n-butyl-benzimidazol-1-yl)methyl]biphenyl-2-carboxylic acid and 4-chloro-7-nitro-benzofurazan in pyridine at ambient temperature. The reactants are COC(=O)C1(CN(CC1)CC1=CC=CC=C1)CN(C)C (1-benzyl-3-dimethylaminomethyl-pyrrolidine-3-carboxylic acid methyl ester), [H][H] (hydrogen). Reagents/catalysts: [Pd] (Pd/C). Run in CO (methanol). Product: COC(=O)C1(CNCC1)CN(C)C (3-dimethylaminomethyl-pyrrolidine-3-carboxylic acid methyl ester). Isolated yield 96.5%. RXN SMILES: [CH3:1][O:2][C:3]([C:5]1([CH2:17][N:18]([CH3:20])[CH3:19])[CH2:9][CH2:8][N:7](CC2C=CC=CC=2)[CH2:6]1)=[O:4].[H][H]>[Pd].CO>[CH3:1][O:2][C:3]([C:5]1([CH2:17][N:18]([CH3:19])[CH3:20])[CH2:9][CH2:8][NH:7][CH2:6]1)=[O:4]. Procedure details: A mixture of 1-benzyl-3-dimethylaminomethyl-pyrrolidine-3-carboxylic acid methyl ester (400 mg), 10% Pd/C (40 mg) and methanol (30 ml) was shaken in a hydrogen parr shaker at 45 psi for overnight. The mixture was filtered through celite, washed with ethyl acetate. The combined filtrate was concentrated to give the title compound as oil (260 mg, 96%). Product: CC(C)(C)OC(=O)NCC1(O)CN(C(=O)c2ccc(F)c(F)c2Nc2ccc(I)cc2F)C1. The reactants are CC(C)(C)OC(=O)NCC1(O)CN(C(=O)OCc2ccccc2)C1, CO, CCN(C(C)C)C(C)C, O=C(F)c1ccc(F)c(F)c1Nc1ccc(I)cc1F. Reaction SMILES: [CH3:1][C:2]([CH3:3])([CH3:4])[O:5][C:6](=[O:7])[NH:8][CH2:9][C:10]1([OH:24])[CH2:11][N:12]([C:14]([O:16][CH2:15][c:17]2[cH:18][cH:19][cH:20][cH:21][cH:22]2)=[O:23])[CH2:13]1.[CH3:54][OH:55].[CH:25]([N:26]([CH2:27][CH3:28])[CH:29]([CH3:30])[CH3:31])([CH3:32])[CH3:33].[F:34][c:35]1[c:36]([NH:45][c:46]2[c:47]([F:53])[cH:48][c:49]([I:52])[cH:50][cH:51]2)[c:37]([C:38]([F:39])=[O:40])[cH:41][cH:42][c:43]1[F:44]>>[CH3:1][C:2]([CH3:3])([CH3:4])[O:5][C:6](=[O:7])[NH:8][CH2:9][C:10]1([OH:24])[CH2:11][N:12]([C:14](=[O:16])[c:37]2[c:36]([NH:45][c:46]3[c:47]([F:53])[cH:48][c:49]([I:52])[cH:50][cH:51]3)[c:35]([F:34])[c:43]([F:44])[cH:42][cH:41]2)[CH2:13]1.